Dataset: the Open Reaction Database (ORD), a public repository of structured organic reaction records. Task: describe an organic reaction: reactants, conditions, products, and yield Reactants: CC(=O)Oc1ccccc1C(=O)O, CN(C)C=O, CCOC(C)=O, C(=NC1CCCCC1)=NC1CCCCC1, Oc1cccc2[nH]nnc12, Oc1ccc(-c2cc(=S)ss2)cc1. The product is CC(=O)Oc1ccccc1C(=O)Oc1ccc(-c2cc(=S)ss2)cc1. As a reaction SMILES: [CH3:1][C:2](=[O:3])[O:4][c:5]1[cH:6][cH:7][cH:8][cH:9][c:10]1[C:11]([OH:12])=[O:13].[CH3:52][N:53]([CH3:54])[CH:55]=[O:56].[CH3:57][CH2:58][O:59][C:60](=[O:61])[CH3:62].[CH:24]1([N:25]=[C:26]=[N:27][CH:28]2[CH2:29][CH2:30][CH2:31][CH2:32][CH2:33]2)[CH2:34][CH2:35][CH2:36][CH2:37][CH2:38]1.[OH:14][c:15]1[c:16]2[n:17][n:18][nH:19][c:20]2[cH:21][cH:22][cH:23]1.[OH:39][c:40]1[cH:41][cH:42][c:43](-[c:46]2[cH:47][c:48](=[S:51])[s:49][s:50]2)[cH:44][cH:45]1>>[CH3:1][C:2](=[O:3])[O:4][c:5]1[cH:6][cH:7][cH:8][cH:9][c:10]1[C:11]([O:12][c:40]1[cH:41][cH:42][c:43](-[c:46]2[cH:47][c:48](=[S:51])[s:49][s:50]2)[cH:44][cH:45]1)=[O:13]. The reactants are COC(C=C(C)C1=CC=C(C=C1)C1=C(C=C(C=C1)F)F)=O (3-(2'4'-difluoro-4-biphenylyl)-2-butenoic acid methyl ester). The reagents and catalysts are [Pd] (Pd-C). Run in C(C)O (ethanol). Product: COC(CC(C)C1=CC=C(C=C1)C1=C(C=C(C=C1)F)F)=O (3-(2',4'-difluoro-4-biphenylyl)butyric acid methyl ester). RXN SMILES: [CH3:1][O:2][C:3](=[O:21])[CH:4]=[C:5]([C:7]1[CH:12]=[CH:11][C:10]([C:13]2[CH:18]=[CH:17][C:16]([F:19])=[CH:15][C:14]=2[F:20])=[CH:9][CH:8]=1)[CH3:6]>[Pd].C(O)C>[CH3:1][O:2][C:3](=[O:21])[CH2:4][CH:5]([C:7]1[CH:8]=[CH:9][C:10]([C:13]2[CH:18]=[CH:17][C:16]([F:19])=[CH:15][C:14]=2[F:20])=[CH:11][CH:12]=1)[CH3:6]. Reported procedure: 1 g. of 3-(2'4'-difluoro-4-biphenylyl)-2-butenoic acid methyl ester in 20 ml. of ethanol is hydrogenated on 0.1 g. of 5% Pd-C under 1 atmosphere at 20° until the reaction has ceased. The mixture is filtered and the filtrate is evaporated to give 3-(2',4'-difluoro-4-biphenylyl)butyric acid methyl ester. The reactants are [BH4-], Cc1cc(C(=O)C(C)N2CCC(O)(c3ccc(C(F)(F)F)cc3)CC2)cc(C)c1O[Si](C(C)C)(C(C)C)C(C)C, CCO, [Na+]. The product is Cc1cc(C(O)C(C)N2CCC(O)(c3ccc(C(F)(F)F)cc3)CC2)cc(C)c1O[Si](C(C)C)(C(C)C)C(C)C. Reaction SMILES: [BH4-:1].[CH3:3][c:4]1[cH:5][c:6]([C:22]([CH:23]([CH3:24])[N:25]2[CH2:26][CH2:27][C:28]([OH:31])([c:32]3[cH:33][cH:34][c:35]([C:38]([F:39])([F:40])[F:41])[cH:36][cH:37]3)[CH2:29][CH2:30]2)=[O:42])[cH:7][c:8]([CH3:21])[c:9]1[O:10][Si:11]([CH:12]([CH3:13])[CH3:14])([CH:15]([CH3:16])[CH3:17])[CH:18]([CH3:19])[CH3:20].[CH3:43][CH2:44][OH:45].[Na+:2]>>[CH3:3][c:4]1[cH:5][c:6]([CH:22]([CH:23]([CH3:24])[N:25]2[CH2:26][CH2:27][C:28]([OH:31])([c:32]3[cH:33][cH:34][c:35]([C:38]([F:39])([F:40])[F:41])[cH:36][cH:37]3)[CH2:29][CH2:30]2)[OH:42])[cH:7][c:8]([CH3:21])[c:9]1[O:10][Si:11]([CH:12]([CH3:13])[CH3:14])([CH:15]([CH3:16])[CH3:17])[CH:18]([CH3:19])[CH3:20]. The reactants are FC1=C(C=CC=C1)B(O)O (2-fluorophenylboronic acid), N1(C=NC=C1)CC=1C=CC(=NC1)Br (5-Imidazol-1-ylmethyl-2-bromopyridine). Product: FC1=C(C=CC=C1)C1=NC=C(C=C1)CN1C=NC=C1 (2-(2-Fluoro-phenyl)-5-imidazol-1-ylmethyl-pyridine). RXN SMILES: [F:1][C:2]1[CH:7]=[CH:6][CH:5]=[CH:4][C:3]=1B(O)O.[N:11]1([CH2:16][C:17]2[CH:18]=[CH:19][C:20](Br)=[N:21][CH:22]=2)[CH:15]=[CH:14][N:13]=[CH:12]1>>[F:1][C:2]1[CH:7]=[CH:6][CH:5]=[CH:4][C:3]=1[C:20]1[CH:19]=[CH:18][C:17]([CH2:16][N:11]2[CH:15]=[CH:14][N:13]=[CH:12]2)=[CH:22][N:21]=1. Procedure details: Synthesized using 2-fluorophenylboronic acid (176 mg, 1.26 mmol) and 1a (150 mg, 0.63 mmol) according to Method C. Yellow solid. Yield: 112 mg, 0.44 mmol, 70%. 1H NMR (500 MHz, CDCl3): δH (ppm): 5.18 (s, 2H), 6.93 (t, J=1.3 Hz, 1H), 7.12 (bs, 1H), 7.15 (ddd, J=11.7, 8.2, 1.3 Hz, 1H), 7.26 (dt, J=7.9, 1.3 Hz, 1H), 7.36-7.40 (m, 1H), 7.48 (dd, J=8.2, 2.5 Hz, 1H), 7.59 (s, 1H), 7.78 (ddd, J=8.2, 2.2, 0.9 Hz, 1H), 7.97 (dt, J=7.9, 1.9 Hz, 1H), 8.60 (dd, J=2.5, 0.6 Hz, 1H); 13C NMR (CDCl3, 125 MHz): ... The reactants are COc1cc(OC)c2c(c1)OCC1C2(C)CCC2C(C)(C)CCCC21C, CN1CCCC1=O. Yields the product COc1cc(O)c2c(c1)OCC1C2(C)CCC2C(C)(C)CCCC21C. RXN SMILES: [CH3:1][O:2][c:3]1[c:4]2[c:17]([cH:18][c:19]([O:21][CH3:22])[cH:20]1)[O:16][CH2:15][CH:14]1[C:5]2([CH3:26])[CH2:6][CH2:7][CH:8]2[C:9]([CH3:24])([CH3:25])[CH2:10][CH2:11][CH2:12][C:13]21[CH3:23].[CH3:27][N:28]1[CH2:29][CH2:30][CH2:31][C:32]1=[O:33]>>[OH:2][c:3]1[c:4]2[c:17]([cH:18][c:19]([O:21][CH3:22])[cH:20]1)[O:16][CH2:15][CH:14]1[C:5]2([CH3:26])[CH2:6][CH2:7][CH:8]2[C:9]([CH3:24])([CH3:25])[CH2:10][CH2:11][CH2:12][C:13]21[CH3:23].